From a dataset of the Open Reaction Database (ORD), a public repository of structured organic reaction records. describe an organic reaction: reactants, conditions, products, and yield The reactants are CC1=CC=C(C=C1)C1=C(C=NO1)C(=O)O (5-(4-methylphenyl)isoxazole-4-carboxylic acid), Cl.Cl.Cl.N1CC(CC1)C1=NC=CN=C1 (2-pyrrolidin-3-yl-pyrazine trihydrochloride). Product: CC1=CC=C(C=C1)C1=C(C=NO1)C(=O)N1CC(CC1)C1=NC=CN=C1 (2-(1-{[5-(4-Methylphenyl)isoxazol-4-yl]carbonyl}pyrrolidin-3-yl)pyrazine), solid. As a reaction SMILES: [CH3:1][C:2]1[CH:7]=[CH:6][C:5]([C:8]2[O:12][N:11]=[CH:10][C:9]=2[C:13]([OH:15])=O)=[CH:4][CH:3]=1.Cl.Cl.Cl.[NH:19]1[CH2:23][CH2:22][CH:21]([C:24]2[CH:29]=[N:28][CH:27]=[CH:26][N:25]=2)[CH2:20]1>>[CH3:1][C:2]1[CH:3]=[CH:4][C:5]([C:8]2[O:12][N:11]=[CH:10][C:9]=2[C:13]([N:19]2[CH2:23][CH2:22][CH:21]([C:24]3[CH:29]=[N:28][CH:27]=[CH:26][N:25]=3)[CH2:20]2)=[O:15])=[CH:6][CH:7]=1 |f:1.2.3.4|. Procedure details: The title compound was prepared from 5-(4-methylphenyl)isoxazole-4-carboxylic acid (10.2 mg, 0.050 mmol) and 2-pyrrolidin-3-yl-pyrazine trihydrochloride (15.5 mg, 0.060 mmol) as described in synthetic method B and thereafter purified by preparative HPLC method B to give a solid (6.0 mg). Calcd for C19H18N4O2: 334.1430, found 334.1426. The reactants are Cc1ccnc(N)c1[N+](=O)[O-], O=[N+]([O-])O, O=S(=O)(O)O. Product: Cc1c([N+](=O)[O-])cnc(N)c1[N+](=O)[O-]. RXN SMILES: [NH2:1][c:2]1[n:3][cH:4][cH:5][c:6]([CH3:11])[c:7]1[N+:8](=[O:9])[O-:10].[OH:12][N+:13]([O-:14])=[O:15].[S:16](=[O:17])(=[O:18])([OH:19])[OH:20]>>[NH2:1][c:2]1[n:3][cH:4][c:5]([N+:13](=[O:12])[O-:14])[c:6]([CH3:11])[c:7]1[N+:8](=[O:9])[O-:10]. Reactants: O=C([O-])[O-], COC(=O)C(C)(O)C(=O)C(C)Br, CC#N, [K+], [K+], Oc1ccc(Oc2nc3ccccc3s2)cc1. The product is COC(=O)C(C)(O)C(=O)C(C)Oc1ccc(Oc2nc3ccccc3s2)cc1. As a reaction SMILES: [C:18](=[O:19])([O-:20])[O-:21].[CH3:24][O:25][C:26]([C:27]([OH:28])([CH3:29])[C:30]([CH:31]([CH3:32])[Br:33])=[O:34])=[O:35].[CH3:36][C:37]#[N:38].[K+:22].[K+:23].[s:1]1[c:2]([O:10][c:11]2[cH:12][cH:13][c:14]([OH:17])[cH:15][cH:16]2)[n:3][c:4]2[c:5]1[cH:6][cH:7][cH:8][cH:9]2>>[s:1]1[c:2]([O:10][c:11]2[cH:12][cH:13][c:14]([O:17][CH:31]([C:30]([C:27]([C:26]([O:25][CH3:24])=[O:35])([OH:28])[CH3:29])=[O:34])[CH3:32])[cH:15][cH:16]2)[n:3][c:4]2[c:5]1[cH:6][cH:7][cH:8][cH:9]2. Product: CN1N=C(C=C1N1C(C2=CC=CC=C2C1=O)=O)C1=CC=CC=C1 (2-(2-methyl-5-phenyl-pyrazol-3-yl)isoindoline-1,3-dione). Reaction conditions: time 16 hour. Starting materials: [H-].[Na+] (Sodium hydride), C1(=CC=CC=C1)C1=NNC(=C1)N1C(C2=CC=CC=C2C1=O)=O (2-(3-phenyl-1H-pyrazol-5-yl)isoindoline-1,3-dione), CI (methyl iodide). As a reaction SMILES: [H-].[Na+].[C:3]1([C:9]2[CH:13]=[C:12]([N:14]3[C:22](=[O:23])[C:21]4[C:16](=[CH:17][CH:18]=[CH:19][CH:20]=4)[C:15]3=[O:24])[NH:11][N:10]=2)[CH:8]=[CH:7][CH:6]=[CH:5][CH:4]=1.[CH3:25]I>CN(C=O)C.O>[CH3:25][N:11]1[C:12]([N:14]2[C:15](=[O:24])[C:16]3[C:21](=[CH:20][CH:19]=[CH:18][CH:17]=3)[C:22]2=[O:23])=[CH:13][C:9]([C:3]2[CH:4]=[CH:5][CH:6]=[CH:7][CH:8]=2)=[N:10]1 |f:0.1|. Procedure: Sodium hydride (830 mg, 0.02 mol) was added portionwise to a mixture of 2-(3-phenyl-1H-pyrazol-5-yl)isoindoline-1,3-dione (5 g, 0.0173 mol) and methyl iodide (1.5 mL, 0.024 mol) in DMF (80 mL) at 10° C. The reaction mixture was stirred at room temperature for 16 h. The reaction mixture was diluted with water and the aqueous phase was extracted with ethyl acetate twice. The combined organic phases were dried (MgSO4), filtered and concentrated in vacuo. The residue was purified by column chromatog... Run in CN(C)C=O (DMF), O (water). Reactants: Cc1ccccc1, CCN(C(C)C)C(C)C, Oc1ncnc2[nH]ncc12, O=P(Cl)(Cl)Cl. Product: Clc1ncnc2[nH]ncc12. As a reaction SMILES: [CH3:25][c:26]1[cH:27][cH:28][cH:29][cH:30][cH:31]1.[CH:16]([N:17]([CH:18]([CH3:19])[CH3:20])[CH2:21][CH3:22])([CH3:23])[CH3:24].[OH:1][c:2]1[n:3][cH:4][n:5][c:6]2[nH:7][n:8][cH:9][c:10]12.[P:11]([Cl:12])([Cl:13])([Cl:14])=[O:15]>>[c:2]1([Cl:13])[n:3][cH:4][n:5][c:6]2[nH:7][n:8][cH:9][c:10]12.